Task: describe an organic reaction: reactants, conditions, products, and yield. Dataset: the Open Reaction Database (ORD), a public repository of structured organic reaction records Reactants: Cc1cc(NC(=O)OC(C)(C)C)c(N)cc1C(F)(F)F, CCOC(=O)CC(=O)c1cccc(-n2ccnn2)c1. RXN SMILES: [C:1]([CH3:2])([CH3:3])([CH3:4])[O:5][C:6]([NH:7][c:8]1[c:9]([NH2:19])[cH:10][c:11]([C:15]([F:16])([F:17])[F:18])[c:12]([CH3:14])[cH:13]1)=[O:20].[CH2:21]([O:23][C:24](=[O:22])[CH2:25][C:26]([c:27]1[cH:28][c:29](-[n:33]2[n:34][n:35][cH:36][cH:37]2)[cH:30][cH:31][cH:32]1)=[O:38])[CH3:39]>>[C:1]([CH3:2])([CH3:3])([CH3:4])[O:5][C:6]([NH:7][c:8]1[c:9]([NH:19][C:24](=[O:23])[CH2:25][C:26]([c:27]2[cH:28][c:29](-[n:33]3[n:34][n:35][cH:36][cH:37]3)[cH:30][cH:31][cH:32]2)=[O:38])[cH:10][c:11]([C:15]([F:16])([F:17])[F:18])[c:12]([CH3:14])[cH:13]1)=[O:20]. Yields the product Cc1cc(NC(=O)OC(C)(C)C)c(NC(=O)CC(=O)c2cccc(-n3ccnn3)c2)cc1C(F)(F)F. Procedure details: A mixture of N-(2-phenylethyl)-propionamide (10 g, 56.4 mmol) and phosphorus pentoxide (80 g, 563 mmol) in tetralin (500 ml) was heated at reflux for 15 min, cooled, further phosphorus pentoxide (80 g) was added and reflux was resumed for 15 min. After standing overnight the tetralin was decanted, the residue was decomposed with ice-water, the suspension was filtered through celite and washed with two portions of ether. The aqueous solution was basified with concentrated ammonium hydroxide, extr... Solvent: C1CCCC2=CC=CC=C12 (tetralin). Yields the product C(C)C1=NCCC2=CC=CC=C12 (1-Ethyl-3,4-dihydroisoquinoline). Reaction conditions: time 15 minute. Starting materials: C1(=CC=CC=C1)CCNC(CC)=O (N-(2-phenylethyl)-propionamide), O=P12OP3(=O)OP(=O)(O1)OP(=O)(O2)O3 (phosphorus pentoxide), O=P12OP3(=O)OP(=O)(O1)OP(=O)(O2)O3 (phosphorus pentoxide). Yield: 55.7%. Reaction SMILES: [C:1]1([CH2:7][CH2:8][NH:9][C:10](=O)[CH2:11][CH3:12])[CH:6]=[CH:5][CH:4]=[CH:3][CH:2]=1.O=P12OP3(OP(OP(O3)(O1)=O)(=O)O2)=O>C1C2C(=CC=CC=2)CCC1>[CH2:11]([C:10]1[C:6]2[C:1](=[CH:2][CH:3]=[CH:4][CH:5]=2)[CH2:7][CH2:8][N:9]=1)[CH3:12]. Reaction SMILES: [Br:11][CH2:12][CH2:13][CH2:14][CH2:15][CH2:16][CH2:17][Br:18].[n:1]1[cH:2][cH:3][c:4]([CH2:7][CH2:8][CH2:9][OH:10])[cH:5][cH:6]1>>[n:1]1[cH:2][cH:3][c:4]([CH2:7][CH2:8][CH2:9][O:10][CH2:17][CH2:16][CH2:15][CH2:14][CH2:13][CH2:12][Br:11])[cH:5][cH:6]1. The product is BrCCCCCCOCCCc1ccncc1. The reactants are BrCCCCCCBr, OCCCc1ccncc1.